describe an organic reaction: reactants, conditions, products, and yield From a dataset of the Open Reaction Database (ORD), a public repository of structured organic reaction records. The reactants are CC(=O)O[BH-](OC(C)=O)OC(C)=O, O=C1CCN(Cc2ccccc2)C1, CC(=O)O, ClC(Cl)Cl, Cc1cc(C)nc(N)c1, [Na+], [Na+], [OH-]. Yields the product Cc1cc(C)nc(NC2CCN(Cc3ccccc3)C2)c1. RXN SMILES: [C:23]([O:24][BH-:25]([O:26][C:27](=[O:28])[CH3:29])[O:30][C:31](=[O:32])[CH3:33])(=[O:34])[CH3:35].[CH2:10]([c:11]1[cH:12][cH:13][cH:14][cH:15][cH:16]1)[N:17]1[CH2:18][C:19](=[O:22])[CH2:20][CH2:21]1.[CH3:43][C:44](=[O:45])[OH:46].[CH:39]([Cl:40])([Cl:41])[Cl:42].[NH2:1][c:2]1[n:3][c:4]([CH3:9])[cH:5][c:6]([CH3:8])[cH:7]1.[Na+:36].[Na+:38].[OH-:37]>>[NH:1]([c:2]1[n:3][c:4]([CH3:9])[cH:5][c:6]([CH3:8])[cH:7]1)[CH:19]1[CH2:18][N:17]([CH2:10][c:11]2[cH:12][cH:13][cH:14][cH:15][cH:16]2)[CH2:21][CH2:20]1. The reactants are C(C)(C)(C)OC(=O)N1C=CC2=CC(=CC=C12)OCCCCN(CC)CC (5-(4-Diethylamino-butoxy)-indole-1-carboxylic acid tert-butyl ester), halfconc, [OH-].[Na+] (NaOH). Run in CCO (EtOH). Product: C(C)N(CCCCOC=1C=C2C=CNC2=CC1)CC (Diethyl-[4-(1H-indol-5-yloxy)-butyl]-amine). Isolated yield 96.0%. As a reaction SMILES: C(OC([N:8]1[C:16]2[C:11](=[CH:12][C:13]([O:17][CH2:18][CH2:19][CH2:20][CH2:21][N:22]([CH2:25][CH3:26])[CH2:23][CH3:24])=[CH:14][CH:15]=2)[CH:10]=[CH:9]1)=O)(C)(C)C.[OH-].[Na+]>CCO>[CH2:25]([N:22]([CH2:23][CH3:24])[CH2:21][CH2:20][CH2:19][CH2:18][O:17][C:13]1[CH:12]=[C:11]2[C:16](=[CH:15][CH:14]=1)[NH:8][CH:9]=[CH:10]2)[CH3:26] |f:1.2|. Procedure: 3.9 g (10.8 mmol) 5-(4-Diethylamino-butoxy)-indole-1-carboxylic acid tert-butyl ester in 4 ml EtOH were treated with 0.4 ml halfconc. NaOH at 60° C. for 2 h. The suspension was concentrated in vacuo and the residue dissolved in EtOAc and water. The organic phase was washed with water and dried over Na2SO4. Evaporation yielded 2.7 g (96%) Diethyl-[4-(1H-indol-5-yloxy)-butyl]-amine as brown oil, MS: 261 (MH+). Reactants: CCS, Cn1cc([N+](=O)[O-])nc1S(C)(=O)=O, CN(C)C=O, [K+], [OH-], O. Product: CCSc1nc([N+](=O)[O-])cn1C. Reaction SMILES: [CH2:1]([CH3:2])[SH:3].[CH3:11][n:12]1[c:13]([S:20]([CH3:21])(=[O:22])=[O:23])[n:14][c:15]([N+:17](=[O:18])[O-:19])[cH:16]1.[CH3:4][N:5]([CH3:6])[CH:7]=[O:8].[K+:10].[OH-:9].[OH2:24]>>[CH2:1]([CH3:2])[S:3][c:13]1[n:12]([CH3:11])[cH:16][c:15]([N+:17](=[O:18])[O-:19])[n:14]1. The reactants are BrC1=CC=C(C=C1)Cl (1-bromo-4-chlorobenzene), N1N=CC=C1 (pyrazole). Yields the product ClC1=CC=C(C=C1)N1N=CC=C1 (1-(4-Chlorophenyl)-1H-pyrazole). RXN SMILES: Br[C:2]1[CH:7]=[CH:6][C:5]([Cl:8])=[CH:4][CH:3]=1.[NH:9]1[CH:13]=[CH:12][CH:11]=[N:10]1>>[Cl:8][C:5]1[CH:6]=[CH:7][C:2]([N:9]2[CH:13]=[CH:12][CH:11]=[N:10]2)=[CH:3][CH:4]=1. Procedure: 1-(4-Chlorophenyl)-1H-pyrazole was prepared from 1-bromo-4-chlorobenzene and pyrazole according to the procedure of Cristau et al., Eur. J. Org. Chem. 2004, 4, 695-709. The reactants are C[O-], CCCCCCCCCCCCC(Cl)c1coc([Si](C)(C)C)c1, [K+], C1CCOC1, Oc1ccccc1. Product: CCCCCCCCCCCCC(Oc1ccccc1)c1coc([Si](C)(C)C)c1. As a reaction SMILES: [CH3:31][O-:32].[Cl:1][CH:2]([CH2:3][CH2:4][CH2:5][CH2:6][CH2:7][CH2:8][CH2:9][CH2:10][CH2:11][CH2:12][CH2:13][CH3:14])[c:15]1[cH:16][o:17][c:18]([Si:20]([CH3:21])([CH3:22])[CH3:23])[cH:19]1.[K+:33].[O:34]1[CH2:35][CH2:36][CH2:37][CH2:38]1.[OH:24][c:25]1[cH:26][cH:27][cH:28][cH:29][cH:30]1>>[CH:2]([CH2:3][CH2:4][CH2:5][CH2:6][CH2:7][CH2:8][CH2:9][CH2:10][CH2:11][CH2:12][CH2:13][CH3:14])([c:15]1[cH:16][o:17][c:18]([Si:20]([CH3:21])([CH3:22])[CH3:23])[cH:19]1)[O:24][c:25]1[cH:26][cH:27][cH:28][cH:29][cH:30]1. Starting materials: C(C)(C)(C)C1=CC=C(C(=O)NC=2C(=C(C=CC2)C2=CN(C(C(=N2)NC2=CC=C(C=C2)C(C(=O)O)N(C)C(C)C)=O)C)C)C=C1 (2-(4-{6-[3-(4-tert-Butylbenzamido)-2-methylphenyl]-4-methyl-3-oxo-3,4-dihydropyrazin-2-ylamino}phenyl)-2-[isopropyl(methyl)amino]acetic Acid), C(C)N1CCN(CC1)C(C(=O)OCC)C1=CC=C(C=C1)NC1=NC(=CN(C1=O)C)C1=C(C(=CC=C1)NC(=O)C1=CC2=C(S1)CCCCC2)C (Ethyl 2-(4-Ethylpiperazin-1-yl)-2-(4-(4-methyl-6-(2-methyl-3-(5,6,7,8-tetrahydro-4H-cyclohepta[b]thiophene-2-carboxamido)phenyl)-3-oxo-3,4-dihydropyrazin-2-ylamino)phenyl)acetate). Yields the product C(C)N1CCN(CC1)C(C(=O)O)C1=CC=C(C=C1)NC1=NC(=CN(C1=O)C)C1=C(C(=CC=C1)NC(=O)C1=CC2=C(S1)CCCCC2)C (2-(4-Ethylpiperazin-1-yl)-2-(4-(4-methyl-6-(2-methyl-3-(5,6,7,8-tetrahydro-4H-cyclohepta[b]thiophene-2-carboxamido)phenyl)-3-oxo-3,4-dihydropyrazin-2-ylamino)phenyl)acetic Acid). The yield is 97.0%. RXN SMILES: C(C1C=CC(C(NC2C(C)=C(C3N=C(NC4C=CC(C(N(C(C)C)C)C(O)=O)=CC=4)C(=O)N(C)C=3)C=CC=2)=O)=CC=1)(C)(C)C.[CH2:45]([N:47]1[CH2:52][CH2:51][N:50]([CH:53]([C:59]2[CH:64]=[CH:63][C:62]([NH:65][C:66]3[C:71](=[O:72])[N:70]([CH3:73])[CH:69]=[C:68]([C:74]4[CH:79]=[CH:78][CH:77]=[C:76]([NH:80][C:81]([C:83]5[S:87][C:86]6[CH2:88][CH2:89][CH2:90][CH2:91][CH2:92][C:85]=6[CH:84]=5)=[O:82])[C:75]=4[CH3:93])[N:67]=3)=[CH:61][CH:60]=2)[C:54]([O:56]CC)=[O:55])[CH2:49][CH2:48]1)[CH3:46]>>[CH2:45]([N:47]1[CH2:52][CH2:51][N:50]([CH:53]([C:59]2[CH:60]=[CH:61][C:62]([NH:65][C:66]3[C:71](=[O:72])[N:70]([CH3:73])[CH:69]=[C:68]([C:74]4[CH:79]=[CH:78][CH:77]=[C:76]([NH:80][C:81]([C:83]5[S:87][C:86]6[CH2:88][CH2:89][CH2:90][CH2:91][CH2:92][C:85]=6[CH:84]=5)=[O:82])[C:75]=4[CH3:93])[N:67]=3)=[CH:63][CH:64]=2)[C:54]([OH:56])=[O:55])[CH2:49][CH2:48]1)[CH3:46]. Procedure details: Using the same procedure as described for the preparation of 29, saponification of 45 (1.29 g) gave a 97% yield (1.20 g) of 46 as an off-white solid: mp 168-170° C.; 1H NMR (300 MHz, DMSO-d6) δ 9.79 (s, 1H), 9.25 (s, 1H), 7.96 (d, 2H, J=7.5 Hz), 7.70 (s, 1H), 7.29 (m, 6H), 3.86 (m, 1H), 3.71 (s, 3H), 3.37 (q, 2H, J=7.2 Hz), 2.81 (m, 2H), 2.69 (m, 2H), 2.42 s, 8H), 2.19 (s, 3H), 1.83 (br s, 2H), 1.61 (br s, 4H), 0.95 (t, 3H, J=7.2 Hz); MS (ESI+), m/z 655 (M+H).